Dataset: the Open Reaction Database (ORD), a public repository of structured organic reaction records. Task: describe an organic reaction: reactants, conditions, products, and yield The reactants are CC(NC(=O)Cc1cc(F)cc(F)c1)C(=O)O, NN1CCc2ccccc2C(Cc2ccccc2)C1=O. Yields the product CC(NC(=O)Cc1cc(F)cc(F)c1)C(=O)NN1CCc2ccccc2C(Cc2ccccc2)C1=O. RXN SMILES: [F:1][c:2]1[cH:3][c:4]([CH2:9][C:10](=[O:11])[NH:12][CH:13]([CH3:14])[C:15](=[O:16])[OH:17])[cH:5][c:6]([F:8])[cH:7]1.[NH2:18][N:19]1[CH2:20][CH2:21][c:22]2[c:23]([cH:34][cH:35][cH:36][cH:37]2)[CH:24]([CH2:27][c:28]2[cH:29][cH:30][cH:31][cH:32][cH:33]2)[C:25]1=[O:26]>>[F:1][c:2]1[cH:3][c:4]([CH2:9][C:10](=[O:11])[NH:12][CH:13]([CH3:14])[C:15](=[O:17])[NH:18][N:19]2[CH2:20][CH2:21][c:22]3[c:23]([cH:34][cH:35][cH:36][cH:37]3)[CH:24]([CH2:27][c:28]3[cH:29][cH:30][cH:31][cH:32][cH:33]3)[C:25]2=[O:26])[cH:5][c:6]([F:8])[cH:7]1. Starting materials: O=C([O-])[O-], CCOC(C)=O, O=C(NCC(F)(F)F)C1(CCCBr)c2ccccc2-c2ccccc21, [K+], [K+], CN(C)C=O, CC(C)(C)OC(=O)N1CCN(c2ccc3c(c2)C(=O)N(Cc2ccccn2)CC3)CC1. Yields the product O=C1c2cc(N3CCN(CCCC4(C(=O)NCC(F)(F)F)c5ccccc5-c5ccccc54)CC3)ccc2CCN1Cc1ccccn1. Reaction SMILES: [C:32](=[O:33])([O-:34])[O-:35].[CH3:68][CH2:69][O:70][C:71](=[O:72])[CH3:73].[F:38][C:39]([CH2:40][NH:41][C:42](=[O:43])[C:44]1([CH2:57][CH2:58][CH2:59][Br:60])[c:45]2[cH:46][cH:47][cH:48][cH:49][c:50]2-[c:51]2[cH:52][cH:53][cH:54][cH:55][c:56]21)([F:61])[F:62].[K+:36].[K+:37].[O:63]=[CH:64][N:65]([CH3:66])[CH3:67].[n:1]1[c:2]([CH2:7][N:8]2[C:9](=[O:31])[c:10]3[cH:11][c:12]([N:18]4[CH2:19][CH2:20][N:21]([C:24]([O:25][C:26]([CH3:27])([CH3:28])[CH3:29])=[O:30])[CH2:22][CH2:23]4)[cH:13][cH:14][c:15]3[CH2:16][CH2:17]2)[cH:3][cH:4][cH:5][cH:6]1>>[n:1]1[c:2]([CH2:7][N:8]2[C:9](=[O:31])[c:10]3[cH:11][c:12]([N:18]4[CH2:19][CH2:20][N:21]([CH2:59][CH2:58][CH2:57][C:44]5([C:42]([NH:41][CH2:40][C:39]([F:38])([F:61])[F:62])=[O:43])[c:45]6[cH:46][cH:47][cH:48][cH:49][c:50]6-[c:51]6[cH:52][cH:53][cH:54][cH:55][c:56]65)[CH2:22][CH2:23]4)[cH:13][cH:14][c:15]3[CH2:16][CH2:17]2)[cH:3][cH:4][cH:5][cH:6]1.